Dataset: the Open Reaction Database (ORD), a public repository of structured organic reaction records. Task: describe an organic reaction: reactants, conditions, products, and yield Starting materials: CN(/C=C/C(=O)C1=NN(C=CC1=O)C1=CC=C(C=C1)OC(F)(F)F)C (3-((E)-3-Dimethylamino-acryloyl)-1-(4-trifluoromethoxy-phenyl)-1H-pyridazin-4-one), FC1=CC=C(C=C1)NN (4-fluoro-phenylhydrazine). The product is FC1=CC=C(C=C1)N1N=CC=C1C1=NN(C=CC1=O)C1=CC=C(C=C1)OC(F)(F)F (3-[2-(4-Fluoro-phenyl)-2H-pyrazol-3-yl]-1-(4-trifluoromethoxy-phenyl)-1H-pyridazin-4-one). RXN SMILES: CN(C)/[CH:3]=[CH:4]/[C:5]([C:7]1[C:12](=[O:13])[CH:11]=[CH:10][N:9]([C:14]2[CH:19]=[CH:18][C:17]([O:20][C:21]([F:24])([F:23])[F:22])=[CH:16][CH:15]=2)[N:8]=1)=O.[F:26][C:27]1[CH:32]=[CH:31][C:30]([NH:33][NH2:34])=[CH:29][CH:28]=1>>[F:26][C:27]1[CH:32]=[CH:31][C:30]([N:33]2[C:5]([C:7]3[C:12](=[O:13])[CH:11]=[CH:10][N:9]([C:14]4[CH:19]=[CH:18][C:17]([O:20][C:21]([F:23])([F:22])[F:24])=[CH:16][CH:15]=4)[N:8]=3)=[CH:4][CH:3]=[N:34]2)=[CH:29][CH:28]=1. Procedure: The product was obtained starting from 3-((E)-3-Dimethylamino-acryloyl)-1-(4-trifluoromethoxy-phenyl)-1H-pyridazin-4-one (A-8) and 4-fluoro-phenylhydrazine according to the method described for example 43. MS: M=417.1 (M+H)+ The reactants are CC1(OCCO1)CCCCN1N=C(C=C1)N (1-[4-(2-methyl-[1,3]dioxolan-2-yl)-butyl]-1H-pyrazol-3-ylamine), ClC=1C=C(C=CC1)/C=C/C(=O)O ((E)-3-(3-chloro-phenyl)-acrylic acid). Yields the product ClC=1C=C(C=CC1)/C=C/C(=O)NC1=NN(C=C1)CCCCC(C)=O ((E)-3-(3-Chloro-phenyl)-N-[1-(5-oxo-hexyl)-1H-pyrazol-3-yl]-acrylamide). Reaction SMILES: [CH3:1][C:2]1([CH2:7][CH2:8][CH2:9][CH2:10][N:11]2[CH:15]=[CH:14][C:13]([NH2:16])=[N:12]2)[O:6]CCO1.[Cl:17][C:18]1[CH:19]=[C:20](/[CH:24]=[CH:25]/[C:26](O)=[O:27])[CH:21]=[CH:22][CH:23]=1>>[Cl:17][C:18]1[CH:19]=[C:20](/[CH:24]=[CH:25]/[C:26]([NH:16][C:13]2[CH:14]=[CH:15][N:11]([CH2:10][CH2:9][CH2:8][CH2:7][C:2](=[O:6])[CH3:1])[N:12]=2)=[O:27])[CH:21]=[CH:22][CH:23]=1. Procedure: Following general procedure B followed by either C or D, starting from 1-[4-(2-methyl-[1,3]dioxolan-2-yl)-butyl]-1H-pyrazol-3-ylamine and (E)-3-(3-chloro-phenyl)-acrylic acid. The reactants are C1(CC1)C1=CC(=CC2=CN(N=C12)C)[N+](=O)[O-] (7-cyclopropyl-2-methyl-5-nitro-2H-indazole). The reagents and catalysts are [Pd] (Palladium on carbon). The solvent is C(C)(=O)OCC (ethyl acetate). Run at time 8 hour. Product: C1(CC1)C1=CC(=CC2=CN(N=C12)C)N (7-cyclopropyl-2-methyl-2H-indazol-5-amine). Reaction SMILES: [CH:1]1([C:4]2[C:12]3[C:8](=[CH:9][N:10]([CH3:13])[N:11]=3)[CH:7]=[C:6]([N+:14]([O-])=O)[CH:5]=2)[CH2:3][CH2:2]1>[Pd].C(OCC)(=O)C>[CH:1]1([C:4]2[C:12]3[C:8](=[CH:9][N:10]([CH3:13])[N:11]=3)[CH:7]=[C:6]([NH2:14])[CH:5]=2)[CH2:3][CH2:2]1. Procedure: 10% Palladium on carbon (300 mg) was added to a solution of 7-cyclopropyl-2-methyl-5-nitro-2H-indazole obtained in the above-described Step 1 (311 mg) in ethyl acetate (5 mL) under nitrogen atmosphere, and the reaction solution was stirred under hydrogen atmosphere at room temperature overnight. The insolubles were filtrated, then the solvent was evaporated under vacuum, and the resultant residue was purified by column chromatography on silica gel (developing solvent:hexane/ethyl acetate) to obt... Reactants: O=C1NC(=O)c2c(CCCBr)cccc21, CN(C)C=O, NCc1ccccc1, [Na+], [Na+], O=C([O-])[O-], O. Product: O=C1NC(=O)c2ccccc21. As a reaction SMILES: [Br:15][CH2:16][CH2:17][CH2:18][c:19]1[c:20]2[c:21]([cH:27][cH:28][cH:29]1)[C:22](=[O:23])[NH:24][C:25]2=[O:26].[CH3:30][N:31]([CH3:32])[CH:33]=[O:34].[NH2:1][CH2:2][c:3]1[cH:4][cH:5][cH:6][cH:7][cH:8]1.[Na+:10].[Na+:9].[O-:11][C:12](=[O:13])[O-:14].[OH2:35]>>[cH:19]1[c:20]2[c:21]([cH:27][cH:28][cH:29]1)[C:22](=[O:23])[NH:24][C:25]2=[O:26]. The reactants are IC1=CC=C(C=C1)C1=NN(C(=C1)O)C1=NC=CC=C1 (3-(4-iodophenyl)-1-(pyridin-2-yl)-1H-pyrazol-5-ol), O1CCOCC1 (1,4-dioxane), C1(=CC=CC=C1)B(O)O (phenylboronic acid), [O-]P(=O)([O-])[O-].[K+].[K+].[K+] (K3PO4). The reagents and catalysts are C1=CC=C(C=C1)P([C-]2C=CC=C2)C3=CC=CC=C3.C1=CC=C(C=C1)P([C-]2C=CC=C2)C3=CC=CC=C3.Cl[Pd]Cl.[Fe+2] (PdCl2(dppf)), C1=CC=C(C=C1)P([C-]2C=CC=C2)C3=CC=CC=C3.C1=CC=C(C=C1)P([C-]2C=CC=C2)C3=CC=CC=C3.[Fe+2] (dppf). Conditions: temperature 100 celsius. The product is C1(=CC=C(C=C1)C1=NN(C(=C1)OB(C1=CC=CC=C1)C1=CC=CC=C1)C1=NC=CC=C1)C1=CC=CC=C1 (2-(3-(biphenyl-4-yl)-5-(diphenylboryloxy)-1H-pyrazol-1-yl)pyridine). As a reaction SMILES: I[C:2]1[CH:7]=[CH:6][C:5]([C:8]2[CH:12]=[C:11]([OH:13])[N:10]([C:14]3[CH:19]=[CH:18][CH:17]=[CH:16][N:15]=3)[N:9]=2)=[CH:4][CH:3]=1.[C:20]1([B:26](O)O)[CH:25]=[CH:24][CH:23]=[CH:22][CH:21]=1.[O-]P([O-])([O-])=O.[K+].[K+].[K+].O1[CH2:42][CH2:41]OCC1>C1C=CC(P(C2C=CC=CC=2)[C-]2C=CC=C2)=CC=1.C1C=CC(P(C2C=CC=CC=2)[C-]2C=CC=C2)=CC=1.Cl[Pd]Cl.[Fe+2].C1C=CC(P(C2C=CC=CC=2)[C-]2C=CC=C2)=CC=1.C1C=CC(P(C2C=CC=CC=2)[C-]2C=CC=C2)=CC=1.[Fe+2]>[C:2]1([C:42]2[CH:41]=[CH:19][CH:18]=[CH:17][CH:16]=2)[CH:7]=[CH:6][C:5]([C:8]2[CH:12]=[C:11]([O:13][B:26]([C:2]3[CH:7]=[CH:6][CH:5]=[CH:4][CH:3]=3)[C:20]3[CH:25]=[CH:24][CH:23]=[CH:22][CH:21]=3)[N:10]([C:14]3[CH:19]=[CH:18][CH:17]=[CH:16][N:15]=3)[N:9]=2)=[CH:4][CH:3]=1 |f:2.3.4.5,7.8.9.10,11.12.13|. Procedure: 1 mmol of 3-(4-iodophenyl)-1-(pyridin-2-yl)-1H-pyrazol-5-ol was charged in a 50 mL round-bottom flask and dissolved in 1,4-dioxane (10 mL), and phenylboronic acid (2.5 equivalents, manufactured by Aldrich) and K3PO4 (3 equivalents) were added thereto. Thereafter, PdCl2(dppf) (0.08 equivalents, manufactured by Aldrich) and dppf (1,1′-bis(diphenylphosphino)ferrocene, 0.04 equivalents, manufactured by Aldrich) were added thereto, followed by heating at 100° C. for 10 minutes. After the solid was fi... Starting materials: ClC1=CC=C(C=C1)CC#N ((4-chlorophenyl)acetonitrile), [H-].[Na+] (NaH), C(C)OC(C1=C(C=CC=C1)Cl)=O (2-chlorobenzoic acid ethyl ester), O (water). The solvent is C1CCOC1 (THF), C1CCOC1 (THF). Run at temperature 60 celsius, time 10 minute. Yields the product ClC1=C(C=CC=C1)C(C(C#N)C1=CC=C(C=C1)Cl)=O (3-(2-Chlorophenyl)-2-(4-chlorophenyl)-3-oxopropionitrile). The yield is 113.7%. RXN SMILES: [Cl:1][C:2]1[CH:7]=[CH:6][C:5]([CH2:8][C:9]#[N:10])=[CH:4][CH:3]=1.[H-].[Na+].C([O:15][C:16](=O)[C:17]1[CH:22]=[CH:21][CH:20]=[CH:19][C:18]=1[Cl:23])C.O>C1COCC1>[Cl:23][C:18]1[CH:19]=[CH:20][CH:21]=[CH:22][C:17]=1[C:16](=[O:15])[CH:8]([C:5]1[CH:6]=[CH:7][C:2]([Cl:1])=[CH:3][CH:4]=1)[C:9]#[N:10] |f:1.2|. Reported procedure: To a solution of (4-chlorophenyl)acetonitrile (15.1 g, 100 mmol) in THF (250 ml) was added NaH (60% dispersion in oil, 8.0 g, 200 mmol) in 3 portions over 5 minutes. To this was added a solution of 2-chlorobenzoic acid ethyl ester (18.3 g, 100 mmol) in THF (50 ml), dropwise over 10 minutes. The mixture was then heated at 60° C. overnight. After cooling to room temperature, water was added (2×10 ml, bubbling observed), and the reaction was concentrated, in vacuo, to ½ volume. The mixture was dilu... Reactants: ClCC1=NC=2C=CC(=CC2C=2N1C=NN2)C (5-(chloromethyl)-9-methyl-1,2,4-triazolo[4,3-c]quinazoline), Cl (hydrochloric acid), [OH-].[Na+] (sodium hydroxide), acid. Solvent: O1CCOCC1 (dioxan). Conditions: temperature 8 celsius, time 10 minute. Product: CC=1C=CC2=C(C=3N(CC(N2)=O)N=CN3)C1 (10-methyl-5H-[1,2,4]triazolo[1,5-d][1,4]benzodiazepin-6(7H)-one). RXN SMILES: Cl[CH2:2][C:3]1[N:12]2[CH:13]=[N:14][N:15]=[C:11]2[C:10]2[CH:9]=[C:8]([CH3:16])[CH:7]=[CH:6][C:5]=2[N:4]=1.[OH-:17].[Na+].Cl>O1CCOCC1>[CH3:16][C:8]1[CH:7]=[CH:6][C:5]2[NH:4][C:3](=[O:17])[CH2:2][N:15]3[N:14]=[CH:13][N:12]=[C:11]3[C:10]=2[CH:9]=1 |f:1.2|. Procedure details: 5. 62.1 g of 5-(chloromethyl)-9-methyl-1,2,4-triazolo[4,3-c]quinazoline are suspended in 1.1 l of dioxan and cooled to 8° C. 320 ml of 1N sodium hydroxide solution are added dropwise thereto within 10 min. at 7° to 10° C. The mixture is stirred at room temperature for 24 h. The reaction mixture is then made weakly acid (pH 5-6) with 2N hydrochloric acid and concentrated in a vacuum. The residue is dissolved in dichloromethane and washed with sodium chloride solution. The organic phase is dried, ... Reactants: C1CCOC1, COC(=O)Cc1ccc(Oc2cc3[nH]c(C)nc3cc2NS(=O)(=O)c2ccc(Cl)cc2Cl)c(Cl)c1, Cl, [Li+], [OH-]. Yields the product Cc1nc2cc(NS(=O)(=O)c3ccc(Cl)cc3Cl)c(Oc3ccc(CC(=O)O)cc3Cl)cc2[nH]1. RXN SMILES: [CH2:39]1[O:40][CH2:41][CH2:42][CH2:43]1.[Cl:1][c:2]1[cH:3][c:4]([CH2:31][C:32](=[O:33])[O:34][CH3:35])[cH:5][cH:6][c:7]1[O:8][c:9]1[cH:10][c:11]2[c:12]([n:13][c:14]([CH3:16])[nH:15]2)[cH:17][c:18]1[NH:19][S:20](=[O:21])(=[O:22])[c:23]1[c:24]([Cl:30])[cH:25][c:26]([Cl:29])[cH:27][cH:28]1.[ClH:38].[Li+:37].[OH-:36]>>[Cl:1][c:2]1[cH:3][c:4]([CH2:31][C:32](=[O:33])[OH:34])[cH:5][cH:6][c:7]1[O:8][c:9]1[cH:10][c:11]2[c:12]([n:13][c:14]([CH3:16])[nH:15]2)[cH:17][c:18]1[NH:19][S:20](=[O:21])(=[O:22])[c:23]1[c:24]([Cl:30])[cH:25][c:26]([Cl:29])[cH:27][cH:28]1. The reactants are ClCCl, COc1ccc(COCCCOc2cc(F)c(-c3c(Cl)nc4ncnn4c3C3CCCCCC3)c(F)c2)cc1, O. Product: OCCCOc1cc(F)c(-c2c(Cl)nc3ncnn3c2C2CCCCCC2)c(F)c1. Reaction SMILES: [CH2:40]([Cl:41])[Cl:42].[Cl:1][c:2]1[n:3][c:4]2[n:5]([c:6]([CH:30]3[CH2:31][CH2:32][CH2:33][CH2:34][CH2:35][CH2:36]3)[c:7]1-[c:8]1[c:9]([F:29])[cH:10][c:11]([O:15][CH2:16][CH2:17][CH2:18][O:19][CH2:20][c:21]3[cH:22][cH:23][c:24]([O:25][CH3:26])[cH:27][cH:28]3)[cH:12][c:13]1[F:14])[n:37][cH:38][n:39]2.[OH2:43]>>[Cl:1][c:2]1[n:3][c:4]2[n:5]([c:6]([CH:30]3[CH2:31][CH2:32][CH2:33][CH2:34][CH2:35][CH2:36]3)[c:7]1-[c:8]1[c:9]([F:29])[cH:10][c:11]([O:15][CH2:16][CH2:17][CH2:18][OH:19])[cH:12][c:13]1[F:14])[n:37][cH:38][n:39]2. Starting materials: IC1=CN(C=2N=CN=C(C21)N2CCOCC2)COCC[Si](C)(C)C (5-iodo-4-(morpholin-4-yl)-7-{[2-(trimethylsilyl)ethoxy]methyl}-7H-pyrrolo[2,3-d]pyrimidine), CN1N=CC(=C1)B1OC(C(O1)(C)C)(C)C (1-methyl-4-(4,4,5,5-tetramethyl-1,3,2-dioxaborolan-2-yl)-1H-pyrazole), C([O-])([O-])=O.[K+].[K+] (potassium carbonate). Reagents/catalysts: Cl[Pd]([P](C1=CC=CC=C1)(C2=CC=CC=C2)C3=CC=CC=C3)([P](C4=CC=CC=C4)(C5=CC=CC=C5)C6=CC=CC=C6)Cl (dichlorobis(triphenylphosphine)palladium(II)). Solvent: C(C)O (ethanol), O (water). Conditions: temperature 100 celsius. The product is CN1N=CC(=C1)C1=CN(C=2N=CN=C(C21)N2CCOCC2)COCC[Si](C)(C)C (5-(1-methyl-1H-pyrazol-4-yl)-4-(morpholin-4-yl)-7-{[2-(trimethylsilyl)ethoxy]methyl}-7H-pyrrolo[2,3-d]pyrimidine). RXN SMILES: I[C:2]1[C:10]2[C:9]([N:11]3[CH2:16][CH2:15][O:14][CH2:13][CH2:12]3)=[N:8][CH:7]=[N:6][C:5]=2[N:4]([CH2:17][O:18][CH2:19][CH2:20][Si:21]([CH3:24])([CH3:23])[CH3:22])[CH:3]=1.[CH3:25][N:26]1[CH:30]=[C:29](B2OC(C)(C)C(C)(C)O2)[CH:28]=[N:27]1.C(=O)([O-])[O-].[K+].[K+]>C(O)C.O.Cl[Pd](Cl)([P](C1C=CC=CC=1)(C1C=CC=CC=1)C1C=CC=CC=1)[P](C1C=CC=CC=1)(C1C=CC=CC=1)C1C=CC=CC=1>[CH3:25][N:26]1[CH:30]=[C:29]([C:2]2[C:10]3[C:9]([N:11]4[CH2:16][CH2:15][O:14][CH2:13][CH2:12]4)=[N:8][CH:7]=[N:6][C:5]=3[N:4]([CH2:17][O:18][CH2:19][CH2:20][Si:21]([CH3:24])([CH3:23])[CH3:22])[CH:3]=2)[CH:28]=[N:27]1 |f:2.3.4,^1:52,71|. Reported procedure: To a solution of 5-iodo-4-(morpholin-4-yl)-7-{[2-(trimethylsilyl)ethoxy]methyl}-7H-pyrrolo[2,3-d]pyrimidine (P1) (500 mg, 1.1 mmol) and 1-methyl-4-(4,4,5,5-tetramethyl-1,3,2-dioxaborolan-2-yl)-1H-pyrazole (272 mg, 1.31 mmol) in a mixture of ethanol and water (4:1, 10 mL) were added dichlorobis(triphenylphosphine)palladium(II) (41 mg, 58 μmol) and potassium carbonate (447 mg, 3.23 mmol). The reaction mixture was degassed and purged with nitrogen; this procedure was carried out a total of three ti...